From a dataset of the Open Reaction Database (ORD), a public repository of structured organic reaction records. describe an organic reaction: reactants, conditions, products, and yield Starting materials: C1(=CC=CC=C1)CN1C[C@H]([C@@H](CC1)CO)O ((±)-trans-1-(phenylmethyl)-3-hydroxy-4-piperidinemethanol). Reagents/catalysts: [Pd] (palladium on activated carbon). Run in CO (methanol). Yields the product O[C@@H]1CNCC[C@H]1CO ((±)-trans-3-hydroxy-4-piperidinemethanol). The yield is 107.6%. Reaction SMILES: C1(C[N:8]2[CH2:13][CH2:12][C@@H:11]([CH2:14][OH:15])[C@H:10]([OH:16])[CH2:9]2)C=CC=CC=1>CO.[Pd]>[OH:16][C@H:10]1[C@H:11]([CH2:14][OH:15])[CH2:12][CH2:13][NH:8][CH2:9]1. Procedure details: A mixture of (±)-trans-1-(phenylmethyl)-3-hydroxy-4-piperidinemethanol (17.8 g, 0.085 mol) (already described in J. Med. Chem., 16, pp. 156-159 (1973)) in methanol (250 ml) was hydrogenated, at 50° C., with palladium on activated carbon (10%, 2 g) as catalyst. After uptake of H2 (1 equivalent), the catalyst was filtered off and the filtrate was evaporated, yielding 12 g of (±)-trans-3-hydroxy-4-piperidinemethanol (interm. 1-a) (used in next reaction step without further purification). The corres... The product is CN1CCC(c2nn(C(=O)c3ccco3)c3ccccc23)CC1, Cl. Reaction SMILES: [CH3:1][N:2]1[CH2:3][CH2:4][CH:5]([c:8]2[n:9][nH:10][c:11]3[cH:12][cH:13][cH:14][cH:15][c:16]23)[CH2:6][CH2:7]1.[CH:25]([Cl:26])([Cl:27])[Cl:28].[o:17]1[c:18]([C:22](=[O:23])[Cl:24])[cH:19][cH:20][cH:21]1>>[CH3:1][N:2]1[CH2:3][CH2:4][CH:5]([c:8]2[n:9][n:10]([C:22]([c:18]3[o:17][cH:21][cH:20][cH:19]3)=[O:23])[c:11]3[cH:12][cH:13][cH:14][cH:15][c:16]23)[CH2:6][CH2:7]1.[ClH:24]. Reactants: CN1CCC(c2n[nH]c3ccccc23)CC1, ClC(Cl)Cl, O=C(Cl)c1ccco1.